Dataset: the Open Reaction Database (ORD), a public repository of structured organic reaction records. Task: describe an organic reaction: reactants, conditions, products, and yield The reactants are N (ammonia), anilide, C1(=CC=CC=C1)SC(C(=O)O)C1=CC=CC=C1 (α-phenylthio-phenylacetic acid), C1(=CC=CC=C1)C (toluene), O=P12OP3(=O)OP(=O)(O1)OP(=O)(O2)O3 (phosphoric anhydride). The solvent is C1=CC=CC=C1 (benzene), petroleum ether. Reaction conditions: time 8 hour. Yields the product C1(=CC=CC=C1)C1=C(C2=C(S1)C=CC=C2)NC2=CC=CC=C2 (2-phenyl-3-phenylamino-benzo(b)thiophene). Reaction SMILES: [C:1]1([S:7][CH:8]([C:12]2[CH:17]=[CH:16][CH:15]=[CH:14][CH:13]=2)[C:9](O)=O)[CH:6]=[CH:5][CH:4]=[CH:3][CH:2]=1.[C:18]1(C)[CH:23]=[CH:22][CH:21]=[CH:20][CH:19]=1.O=P12OP3(OP(OP(O3)(O1)=O)(=O)O2)=O.[NH3:39]>C1C=CC=CC=1>[C:12]1([C:8]2[S:7][C:1]3[CH:6]=[CH:5][CH:4]=[CH:3][C:2]=3[C:9]=2[NH:39][C:18]2[CH:23]=[CH:22][CH:21]=[CH:20][CH:19]=2)[CH:17]=[CH:16][CH:15]=[CH:14][CH:13]=1. Reported procedure: A mixture of 9.6 g (30 mmol) of anilide of α-phenylthio-phenylacetic acid (colourless needles in a mixture of benzene and petroleum ether, mp 142°-143°), 70 milliliters of absolute toluene and 30.0 g (211 mmol) of phosphoric anhydride is stirred at 100° for 8 hours. The cooled reaction mixture is poured onto ice, made alkaline by concentrated ammonia and extracted with methylene chloride. By drying over sodium sulphate and evaporating the organic phase, 8.9 g (98.4% of theory) of crude product a... RXN SMILES: Cl[C:2]1[C:11]([NH:12][NH2:13])=[N:10][C:9]2[C:4](=[CH:5][CH:6]=[C:7]([Cl:14])[CH:8]=2)[N:3]=1.[CH2:15]([O:17][P:18]([CH2:23][C:24](Cl)=O)([O:20][CH2:21][CH3:22])=[O:19])[CH3:16].C([OH:29])C>>[Cl:14][C:7]1[CH:8]=[C:9]2[C:4]([NH:3][C:2](=[O:29])[C:11]3[N:10]2[C:24]([CH2:23][P:18]([O:20][CH2:21][CH3:22])([O:17][CH2:15][CH3:16])=[O:19])=[N:13][N:12]=3)=[CH:5][CH:6]=1. The reactants are ClC1=NC2=CC=C(C=C2N=C1NN)Cl (2,6-dichloro-3-hydrazinoquinoxaline), C(C)OP(=O)(OCC)CC(=O)Cl ((diethoxyphosphoryl)acetyl chloride), C(C)O (ethanol). Reported procedure: The title compound was prepared from 2,6-dichloro-3-hydrazinoquinoxaline (830 mg, 3.62 mmol) and (diethoxyphosphoryl)acetyl chloride (800 mg, 3.72 mmol) by the method described in example 13 (619 mg; 44%). M.p. 223°-227° C. (ethanol); 1H-NMR (DMSO-d6): δ 1.19 (t, 6H), 4.07 (quint: 4H), 4.32 (d, 2H), 7.39 (d, 1H), 7.56 (dd, 1H), 8.19 (d, 1H), 12.2 (s, 1H). Yields the product ClC1=CC=C2NC(C=3N(C2=C1)C(=NN3)CP(=O)(OCC)OCC)=O (8-Chloro-1-[(diethoxyphosphoryl)methyl][1,2,4]triazolo[4,3-a]quinoxalin-4(5H)-one). Yields the product Cc1c(F)c2c(C(F)(F)F)c(C#N)ccc2n1Cc1noc(-c2cc(F)cc(F)c2)n1. Reaction SMILES: [Cl:18][CH2:19][c:20]1[n:21][o:22][c:23](-[c:25]2[cH:26][c:27]([F:32])[cH:28][c:29]([F:31])[cH:30]2)[n:24]1.[F:1][c:2]1[c:3]([CH3:17])[nH:4][c:5]2[cH:6][cH:7][c:8]([C:15]#[N:16])[c:9]([C:11]([F:12])([F:13])[F:14])[c:10]12>>[F:1][c:2]1[c:3]([CH3:17])[n:4]([CH2:19][c:20]2[n:21][o:22][c:23](-[c:25]3[cH:26][c:27]([F:32])[cH:28][c:29]([F:31])[cH:30]3)[n:24]2)[c:5]2[cH:6][cH:7][c:8]([C:15]#[N:16])[c:9]([C:11]([F:12])([F:13])[F:14])[c:10]12. Reactants: Fc1cc(F)cc(-c2nc(CCl)no2)c1, Cc1[nH]c2ccc(C#N)c(C(F)(F)F)c2c1F. The reactants are C(C)(C)(C)OC(C(=O)OC)C1=C(C2=C(C(N1C)=O)NC=C2)C2=CC=C(C=C2)Cl (methyl 2-(tert-butoxy)-2-(4-(4-chlorophenyl)-6-methyl-7-oxo-6,7-dihydro-1H-pyrrolo[2,3-c]pyridin-5-yl)acetate), ClCC=1N=C2N(C=CC=C2)C1 (2-(chloromethyl)imidazo[1,2-a]pyridine). Yields the product C(C)(C)(C)OC(C(=O)O)C1=C(C2=C(C(N1C)=O)N(C=C2)CC=2N=C1N(C=CC=C1)C2)C2=CC=C(C=C2)Cl (2-(tert-butoxy)-2-(4-(4-chlorophenyl)-1-(imidazo[1,2-a]pyridin-2-ylmethyl)-6-methyl-7-oxo-6,7-dihydro-1H-pyrrolo[2,3-c]pyridin-5-yl)acetic acid). As a reaction SMILES: [C:1]([O:5][CH:6]([C:11]1[N:16]([CH3:17])[C:15](=[O:18])[C:14]2[NH:19][CH:20]=[CH:21][C:13]=2[C:12]=1[C:22]1[CH:27]=[CH:26][C:25]([Cl:28])=[CH:24][CH:23]=1)[C:7]([O:9]C)=[O:8])([CH3:4])([CH3:3])[CH3:2].Cl[CH2:30][C:31]1[N:32]=[C:33]2[CH:38]=[CH:37][CH:36]=[CH:35][N:34]2[CH:39]=1>>[C:1]([O:5][CH:6]([C:11]1[N:16]([CH3:17])[C:15](=[O:18])[C:14]2[N:19]([CH2:30][C:31]3[N:32]=[C:33]4[CH:38]=[CH:37][CH:36]=[CH:35][N:34]4[CH:39]=3)[CH:20]=[CH:21][C:13]=2[C:12]=1[C:22]1[CH:23]=[CH:24][C:25]([Cl:28])=[CH:26][CH:27]=1)[C:7]([OH:9])=[O:8])([CH3:2])([CH3:3])[CH3:4]. Reported procedure: The title compound was prepared in a manner similar to that described in Example 2 using methyl 2-(tert-butoxy)-2-(4-(4-chlorophenyl)-6-methyl-7-oxo-6,7-dihydro-1H-pyrrolo[2,3-c]pyridin-5-yl)acetate and 2-(chloromethyl)imidazo[1,2-a]pyridine. 1H NMR (400 MHz, CHLOROFORM-d) ppm 8.33-8.40 (m, 1H) 8.18-8.25 (m, 1H) 8.10-8.17 (m, 1H) 7.70-7.79 (m, 1H) 7.59-7.65 (m, 1H) 7.51-7.56 (m, 1H) 7.44-7.50 (m, 2H) 7.34-7.41 (m, 1H) 7.29-7.34 (m, 1H) 6.18-6.25 (m, 1H) 6.00-6.05 (m, 1H) 5.88-5.98 (m, 1H) 5.35 (... Starting materials: FC1=C(N)C=C(C(=C1)C)O (2-Fluoro-5-hydroxy-4-methylaniline), C(#N)C1=C(C=C(NC=C2C(OC(OC2=O)(C)C)=O)C=C1)OCCCN1CCOCC1 (5-((4-cyano-3-(3-morpholinopropoxy)anilino)methylene)-2,2-dimethyl-1,3-dioxane-4,6-dione), CCCCCC (hexane), product, S(=O)(Cl)Cl (thionyl chloride). The solvent is C1=CC=C(C=C1)C2=CC=CC=C2.C1=CC=C(C=C1)OC2=CC=CC=C2 (DOWTHERM A), CN(C)C=O (DMF), C(C)(C)O (isopropanol). Reaction conditions: temperature 250 celsius. Yields the product C(#N)C=1C=C2C(=CC=NC2=CC1OCCCN1CCOCC1)NC1=C(C=C(C(=C1)O)C)F (6-cyano-4-(2-fluoro-5-hydroxy-4-methylanilino)-7-(3-morpholinopropoxy)quinoline). The yield is 3.0%. RXN SMILES: [C:1]([C:3]1[CH:20]=[CH:19][C:6]([NH:7][CH:8]=[C:9]2[C:14](=O)OC(C)(C)OC2=O)=[CH:5][C:4]=1[O:21][CH2:22][CH2:23][CH2:24][N:25]1[CH2:30][CH2:29][O:28][CH2:27][CH2:26]1)#[N:2].CCCCCC.S(Cl)(Cl)=O.[F:41][C:42]1[CH:48]=[C:47]([CH3:49])[C:46]([OH:50])=[CH:45][C:43]=1[NH2:44]>C1C=CC(C2C=CC=CC=2)=CC=1.C1C=CC(OC2C=CC=CC=2)=CC=1.C(O)(C)C.CN(C=O)C>[C:1]([C:3]1[CH:20]=[C:19]2[C:6](=[CH:5][C:4]=1[O:21][CH2:22][CH2:23][CH2:24][N:25]1[CH2:26][CH2:27][O:28][CH2:29][CH2:30]1)[N:7]=[CH:8][CH:9]=[C:14]2[NH:44][C:43]1[CH:45]=[C:46]([OH:50])[C:47]([CH3:49])=[CH:48][C:42]=1[F:41])#[N:2] |f:4.5|. Reported procedure: A mixture of 5-((4-cyano-3-(3-morpholinopropoxy)anilino)methylene)-2,2-dimethyl-1,3-dioxane-4,6-dione(2.96 g, 7 mmol) in DOWTHERM A, (trade mark of Fluka Chemie AG), (100 ml) was heated at 250° C. for 30 minutes. The mixture was allowed to cool, hexane was added and the solvent was decanted from the resulting gum. The residue was triturated with hexane to give crude 6-cyano-7-(3-morpholinopropoxy)-1,4-dihydroquinolin-4-one(1.0 g) as a brown solid. A portion of this product (380 mg, 1.3 mmol) was... Reactants: CC(C[C@@H](C(NCCC(C)C)=O)NC(=O)[C@H]1[C@@H](OS(O1)=O)C(=O)OCC)C (ethyl (4R,5R)-5-[(S)-3-methyl-1-(3-methylbutylcarbamoyl)butylcarbamoyl]-1,3,2-dioxathiolane-4-carboxylate-2-oxide), O[C@@H](C(=O)OCC)[C@H](C(N[C@@H](CC(C)C)C(NCCC(C)C)=O)=O)O (ethyl (2R,3R)-2,3-dihydroxy-3-[(S)-3-methyl-1-(3-methylbutylcarbamoyl)butylcarbamoyl]propionate). The product is CC(C[C@@H](C(NCCC(C)C)=O)NC(=O)[C@H]1[C@@H](OS(O1)(=O)=O)C(=O)OCC)C (Ethyl (4R,5R)-5-[(S)-3-methyl-1-(3-methylbutylcarbamoyl)butylcarbamoyl]-1,3,2-dioxathiolane-4-carboxylate-2,2-dioxide). As a reaction SMILES: [CH3:1][CH:2]([CH3:27])[CH2:3][C@H:4]([NH:13][C:14]([C@@H:16]1[O:20][S:19](=[O:21])[O:18][C@H:17]1[C:22]([O:24][CH2:25][CH3:26])=[O:23])=[O:15])[C:5](=[O:12])[NH:6][CH2:7][CH2:8][CH:9]([CH3:11])[CH3:10].[OH:28][C@H]([C@@H](O)C(=O)N[C@H](C(=O)NCCC(C)C)CC(C)C)C(OCC)=O>>[CH3:1][CH:2]([CH3:27])[CH2:3][C@H:4]([NH:13][C:14]([C@@H:16]1[O:20][S:19](=[O:28])(=[O:21])[O:18][C@H:17]1[C:22]([O:24][CH2:25][CH3:26])=[O:23])=[O:15])[C:5](=[O:12])[NH:6][CH2:7][CH2:8][CH:9]([CH3:10])[CH3:11]. Procedure details: Following the same procedures as in Example 3, ethyl (4R,5R)-5-[(S)-3-methyl-1-(3-methylbutylcarbamoyl)butylcarbamoyl]-1,3,2-dioxathiolane-4-carboxylate-2-oxide was prepared from ethyl (2R,3R)-2,3-dihydroxy-3-[(S)-3-methyl-1-(3-methylbutylcarbamoyl)butylcarbamoyl]propionate (40 mg). Subsequently, 30 mg of a target compound were obtained following the same procedures as in Example 4. NMR data of the compound were as follows. Reactants: C(C)(C)(C)OC(N[C@@H](C(C)(C)C)C(N(C)OC)=O)=O ([1(S)-(Methoxy-methyl-carbamoyl)-2,2-dimethylpropyl]-carbamic acid-tert-butyl ester), O1C=CC2=C1C=CC=C2 (benzofuran), C(CCC)[Li] (n-Butyllithium), [Li]C=1OC2=C(C1)C=CC=C2 (2-lithiobenzofuran). Solvent: C1CCOC1 (THF), C1CCOC1 (THF). Conditions: temperature -40 celsius, time 3 hour. The product is C(C)(C)(C)OC(N[C@@H](C(C)(C)C)C(=O)C=1OC2=C(C1)C=CC=C2)=O ([1(S)-(Benzofuran-2-carbonyl)-2,2-dimethylpropyl]-carbamic Acid tert-butyl Ester). Yield: 86.8%. As a reaction SMILES: [O:1]1[C:5]2[CH:6]=[CH:7][CH:8]=[CH:9][C:4]=2[CH:3]=[CH:2]1.C([Li])CCC.[Li]C1OC2C=CC=CC=2C=1.[C:25]([O:29][C:30](=[O:43])[NH:31][C@H:32]([C:37](=[O:42])N(OC)C)[C:33]([CH3:36])([CH3:35])[CH3:34])([CH3:28])([CH3:27])[CH3:26]>C1COCC1>[C:25]([O:29][C:30](=[O:43])[NH:31][C@H:32]([C:37]([C:2]1[O:1][C:5]2[CH:6]=[CH:7][CH:8]=[CH:9][C:4]=2[CH:3]=1)=[O:42])[C:33]([CH3:36])([CH3:35])[CH3:34])([CH3:28])([CH3:26])[CH3:27]. Procedure details: A solution of benzofuran (4.24 g, 36 mmol) in dry THF (20 mL) under argon was cooled to −78° C. n-Butyllithium (22.5 mL, 36 mmol, 1.6M in hexanes) was added dropwise such that an internal temperature below −65° C. was maintained. The reaction was allowed to stir at −78° C. for two hours during which time 2-lithiobenzofuran precipitated as a white solid. The suspension of 2-lithiobenzofuran was added dropwise to a cooled (−78° C.) solution of [1(S)-(Methoxy-methyl-carbamoyl)-2,2-dimethylpropyl]-c...